Dataset: the Open Reaction Database (ORD), a public repository of structured organic reaction records. Task: describe an organic reaction: reactants, conditions, products, and yield Reactants: CC(C)(C)c1ccc(CCN)cc1, O=S1(=O)N=C(O)c2ccc(-c3ncccc3Cl)cc21. Yields the product CC(C)(C)c1ccc(CCNC2=NS(=O)(=O)c3cc(-c4ncccc4Cl)ccc32)cc1. As a reaction SMILES: [C:20]([CH3:21])([CH3:22])([CH3:23])[c:24]1[cH:25][cH:26][c:27]([CH2:30][CH2:31][NH2:32])[cH:28][cH:29]1.[Cl:1][c:2]1[c:3](-[c:8]2[cH:9][c:10]3[c:11]([cH:18][cH:19]2)[C:12]([OH:17])=[N:13][S:14]3(=[O:15])=[O:16])[n:4][cH:5][cH:6][cH:7]1>>[Cl:1][c:2]1[c:3](-[c:8]2[cH:9][c:10]3[c:11]([cH:18][cH:19]2)[C:12]([NH:32][CH2:31][CH2:30][c:27]2[cH:26][cH:25][c:24]([C:20]([CH3:21])([CH3:22])[CH3:23])[cH:29][cH:28]2)=[N:13][S:14]3(=[O:15])=[O:16])[n:4][cH:5][cH:6][cH:7]1. The reactants are Nc1cc(Br)cc(C(F)(F)F)c1, C#CCN(C)C, [Cu]I, Cl[Pd]Cl, c1ccc(P(c2ccccc2)c2ccccc2)cc1, c1ccc(P(c2ccccc2)c2ccccc2)cc1. The product is CN(C)C#CCc1cc(N)cc(C(F)(F)F)c1. RXN SMILES: [Br:1][c:2]1[cH:3][c:4]([NH2:5])[cH:6][c:7]([C:9]([F:10])([F:11])[F:12])[cH:8]1.[CH3:13][N:14]([CH2:15][C:16]#[CH:17])[CH3:18].[Cu:60][I:61].[Pd:19]([Cl:20])[Cl:21].[c:22]1([P:23]([c:24]2[cH:25][cH:26][cH:27][cH:28][cH:29]2)[c:30]2[cH:31][cH:32][cH:33][cH:34][cH:35]2)[cH:36][cH:37][cH:38][cH:39][cH:40]1.[c:41]1([P:42]([c:43]2[cH:44][cH:45][cH:46][cH:47][cH:48]2)[c:49]2[cH:50][cH:51][cH:52][cH:53][cH:54]2)[cH:55][cH:56][cH:57][cH:58][cH:59]1>>[c:2]1([CH2:17][C:16]#[C:15][N:14]([CH3:13])[CH3:18])[cH:3][c:4]([NH2:5])[cH:6][c:7]([C:9]([F:10])([F:11])[F:12])[cH:8]1.